Dataset: the Open Reaction Database (ORD), a public repository of structured organic reaction records. Task: describe an organic reaction: reactants, conditions, products, and yield The product is COCOC=1C=C(C=CC1)C(C(=O)OCC)C (Ethyl 2-(3-(methoxymethoxy)phenyl)propanoate). The reactants are COCOC=1C=C(C=CC1)CC(=O)OCC (Ethyl 2-(3-(methoxymethoxy)phenyl)acetate), [H-].[Na+] (NaH), IC (iodomethane). Procedure details: A solution of Ethyl 2-(3-(methoxymethoxy)phenyl)acetate (8.06 g, 35.9 mmol) in DMF (50 mL) was added NaH (1.74 g, 43.5 mmol) and iodomethane (6.37 g, 44.9 mmol) at 0° C. The reaction mixture was stirred for 1 hrs at 0° C. then diluted with H2O (250 mL) and extracted with EtOAc. The organic layer was dried over MgSO4, filtered, and concentrated in vacuo. The residue was purified by flash column chromatography on silica gel using EtOAc:hexanes (1:10) as eluant. As a reaction SMILES: [CH3:1][O:2][CH2:3][O:4][C:5]1[CH:6]=[C:7]([CH2:11][C:12]([O:14][CH2:15][CH3:16])=[O:13])[CH:8]=[CH:9][CH:10]=1.[H-].[Na+].I[CH3:20]>CN(C=O)C.O>[CH3:1][O:2][CH2:3][O:4][C:5]1[CH:6]=[C:7]([CH:11]([CH3:20])[C:12]([O:14][CH2:15][CH3:16])=[O:13])[CH:8]=[CH:9][CH:10]=1 |f:1.2|. Reaction conditions: temperature 0 celsius, time 1 hour. The solvent is CN(C)C=O (DMF), O (H2O).